From a dataset of the Open Reaction Database (ORD), a public repository of structured organic reaction records. describe an organic reaction: reactants, conditions, products, and yield Reactants: OCCCCBr, O=C([O-])[O-], [Cs+], [Cs+], CN(C)C=O, CC1(C)C(C(=O)c2cn(CC3CCOCC3)c3ccc(O)cc23)C1(C)C. The product is CC1(C)C(C(=O)c2cn(CC3CCOCC3)c3ccc(OCCCCO)cc23)C1(C)C. RXN SMILES: [Br:27][CH2:28][CH2:29][CH2:30][CH2:31][OH:32].[C:33](=[O:34])([O-:35])[O-:36].[Cs+:37].[Cs+:38].[O:39]=[CH:40][N:41]([CH3:42])[CH3:43].[OH:1][c:2]1[cH:3][c:4]2[c:5]([C:18](=[O:19])[CH:20]3[C:21]([CH3:25])([CH3:26])[C:22]3([CH3:23])[CH3:24])[cH:6][n:7]([CH2:11][CH:12]3[CH2:13][CH2:14][O:15][CH2:16][CH2:17]3)[c:8]2[cH:9][cH:10]1>>[O:1]([c:2]1[cH:3][c:4]2[c:5]([C:18](=[O:19])[CH:20]3[C:21]([CH3:25])([CH3:26])[C:22]3([CH3:23])[CH3:24])[cH:6][n:7]([CH2:11][CH:12]3[CH2:13][CH2:14][O:15][CH2:16][CH2:17]3)[c:8]2[cH:9][cH:10]1)[CH2:28][CH2:29][CH2:30][CH2:31][OH:32].